From a dataset of the Open Reaction Database (ORD), a public repository of structured organic reaction records. describe an organic reaction: reactants, conditions, products, and yield Yields the product [Si](C)(C)(C(C)(C)C)OCC1CC2=CC=C(C=C2CC1)C(=O)OC ((2RS)-2-(tert-Butyldimethylsilyloxymethyl)-6-methoxycarbonyl-1,2,3,4-tetrahydronaphthalene). Run in CN(C=O)C (N,N-dimethylformamide). Reported procedure: In N,N-dimethylformamide (5 ml), (2RS)-2-hydroxymethyl-6-methoxycarbonyl-1,2,3,4-tetrahydronaphthalene (1.71 g) was dissolved. To the resulting solution, imidazole (0.81 g) and tert-butyldimethylsilyl chloride (1.81 g) were added under ice cooling, followed by stirring at room temperature for 14 hours. After the addition of methanol, the mixture was concentrated under reduced pressure. The concentrate was diluted with ethyl acetate, washed with water and then dried over anhydrous sodium sulfate.... Conditions: time 14 hour. The reactants are CO (methanol), N1C=NC=C1 (imidazole), [Si](C)(C)(C(C)(C)C)Cl (tert-butyldimethylsilyl chloride), OCC1CC2=CC=C(C=C2CC1)C(=O)OC ((2RS)-2-hydroxymethyl-6-methoxycarbonyl-1,2,3,4-tetrahydronaphthalene). As a reaction SMILES: [OH:1][CH2:2][CH:3]1[CH2:12][CH2:11][C:10]2[C:5](=[CH:6][CH:7]=[C:8]([C:13]([O:15][CH3:16])=[O:14])[CH:9]=2)[CH2:4]1.N1C=CN=C1.[Si:22](Cl)([C:25]([CH3:28])([CH3:27])[CH3:26])([CH3:24])[CH3:23].CO>CN(C)C=O>[Si:22]([O:1][CH2:2][CH:3]1[CH2:12][CH2:11][C:10]2[C:5](=[CH:6][CH:7]=[C:8]([C:13]([O:15][CH3:16])=[O:14])[CH:9]=2)[CH2:4]1)([C:25]([CH3:28])([CH3:27])[CH3:26])([CH3:24])[CH3:23]. Reactants: [N+](=O)([O-])C1=CC(=C(C#N)C=C1)C(F)(F)F (4-nitro-2-(trifluoromethyl)benzonitrile), CC(C)C[AlH]CC(C)C (DIBAL-H), CO (MeOH), S(O)(O)(=O)=O (sulphuric acid). Solvent: C1(=CC=CC=C1)C (toluene). Run at time 3.75 hour. Product: [N+](=O)([O-])C1=CC(=C(C=O)C=C1)C(F)(F)F (4-Nitro-2-(trifluoromethyl)benzaldehyde). Reaction SMILES: [N+:1]([C:4]1[CH:11]=[CH:10][C:7]([C:8]#N)=[C:6]([C:12]([F:15])([F:14])[F:13])[CH:5]=1)([O-:3])=[O:2].CC(C[AlH]CC(C)C)C.CO.S(=O)(=O)(O)[OH:28]>C1(C)C=CC=CC=1>[N+:1]([C:4]1[CH:11]=[CH:10][C:7]([CH:8]=[O:28])=[C:6]([C:12]([F:15])([F:14])[F:13])[CH:5]=1)([O-:3])=[O:2]. Reported procedure: To 4-nitro-2-(trifluoromethyl)benzonitrile (100 mg, 0.463 mmol) in toluene (3 mL) at 0° C. under argon was added DIBAL-H (0.51 mL, 1M in toluene, 0.51 mmol) and the reaction stirred for 3.75 h. MeOH and sulphuric acid were added and the reaction mixture was warmed to room temperature and stirred for 1 h. The mixture was concentrated and the residue was portioned between EtOAc (10 mL) and water (10 mL). The organic phase was dried and concentrated to give the crude product which was purified by c... The reactants are S1C=CC=C1 (thiophene), solution, C(CCC)[Li] (n-butyllithium), CCCCCC (hexane), BrCCCCBr (1,4-dibromobutane). Run in C(C)(=O)OCC (ethyl acetate), O (water), C1CCOC1 (THF), C1CCOC1 (THF). Reaction conditions: time 2 hour. Product: BrCCCCC=1SC=CC1 (2-(4-bromobutyl)-thiophene). Yield: 50.7%. RXN SMILES: [S:1]1[CH:5]=[CH:4][CH:3]=[CH:2]1.C([Li])CCC.CCCCCC.[Br:17][CH2:18][CH2:19][CH2:20][CH2:21]Br>C1COCC1.C(OCC)(=O)C.O>[Br:17][CH2:18][CH2:19][CH2:20][CH2:21][C:2]1[S:1][CH:5]=[CH:4][CH:3]=1. Procedure details: To a solution of thiophene (50 g, 594 mmol) in anhydrous THF (200 mL) is added slowly a 1.6M solution of n-butyllithium in hexane (408 mL, 653 mmol) under nitrogen atomospere at −30° C. The reaction mixture is stirred for a further 2 hours, during which period it is allowed to warm to room temperature. The solution is recooled to 0° C. and a solution of 1,4-dibromobutane (141 g, 653 mmol) in anhydrous THF (100 mL) is added. The stirring is continued overnight. The mixture is diluted with ethyl a...